Dataset: the Open Reaction Database (ORD), a public repository of structured organic reaction records. Task: describe an organic reaction: reactants, conditions, products, and yield Reactants: CCCCCC=CCCCO, O=C1CCC(=O)N1Br, CN(C)C=O, c1ccc(P(c2ccccc2)c2ccccc2)cc1. The product is CCCCCC=CCCCBr. RXN SMILES: [CH2:1]([CH2:2][CH2:3][CH:4]=[CH:5][CH2:6][CH2:7][CH2:8][CH2:9][CH3:10])[OH:11].[O:31]=[C:32]1[N:33]([Br:38])[C:34](=[O:35])[CH2:36][CH2:37]1.[O:39]=[CH:40][N:41]([CH3:42])[CH3:43].[c:12]1([P:13]([c:14]2[cH:15][cH:16][cH:17][cH:18][cH:19]2)[c:20]2[cH:21][cH:22][cH:23][cH:24][cH:25]2)[cH:26][cH:27][cH:28][cH:29][cH:30]1>>[CH2:1]([CH2:2][CH2:3][CH:4]=[CH:5][CH2:6][CH2:7][CH2:8][CH2:9][CH3:10])[Br:38].